describe an organic reaction: reactants, conditions, products, and yield From a dataset of the Open Reaction Database (ORD), a public repository of structured organic reaction records. Reactants: C1(=C(C=CC=C1)S(=O)(=O)NC1=C(C=CC=C1)C(C)=O)C (o-tolylsulfonylaminoacetophenone), COC(CN)OC (aminoacetaldehyde dimethylacetal), C=1(C(=CC=CC1)S(=O)(=O)O)C (toluenesulfonic acid), O (water). Solvent: C1(=CC=CC=C1)C (toluene). Yields the product COC(CN=C(C)C1=C(C=CC=C1)NS(=O)(=O)C1=C(C=CC=C1)C)OC (N-(2,2-dimethoxyethyl)-o-tolylsulfonylaminoacetophenone imine). As a reaction SMILES: [C:1]1([CH3:20])[CH:6]=[CH:5][CH:4]=[CH:3][C:2]=1[S:7]([NH:10][C:11]1[CH:16]=[CH:15][CH:14]=[CH:13][C:12]=1[C:17](=O)[CH3:18])(=[O:9])=[O:8].[CH3:21][O:22][CH:23]([O:26][CH3:27])[CH2:24][NH2:25].C1(C)C(S(O)(=O)=O)=CC=CC=1.O>C1(C)C=CC=CC=1>[CH3:21][O:22][CH:23]([O:26][CH3:27])[CH2:24][N:25]=[C:17]([C:12]1[CH:13]=[CH:14][CH:15]=[CH:16][C:11]=1[NH:10][S:7]([C:2]1[CH:3]=[CH:4][CH:5]=[CH:6][C:1]=1[CH3:20])(=[O:9])=[O:8])[CH3:18]. Procedure: 33.8 g of o-tolylsulfonylaminoacetophenone, 13.7 g of aminoacetaldehyde dimethylacetal and 0.4 g of toluenesulfonic acid in 400 ml of toluene are boiled for 4 hours in a water separator and concentrated to dryness in vacuo. Starting materials: O=C(CCCC(=O)OCC)C1=CN(C2=CC=CC=C12)C=1C=NC=CC1 (3-(1-oxo-4-ethoxycarbonylbutyl)-N-(3-pyridyl)-indole), [Cl-].[Al+3].[Cl-].[Cl-] (aluminum chloride), [OH-].[Na+] (sodium hydroxide), O (water). Solvent: C(Cl)Cl (methylene chloride). Reaction conditions: time 24 hour. The product is C(C)OC(=O)CCCCC1=CN(C2=CC=CC=C12)C=1C=NC=CC1 (3-(4-ethoxycarbonylbutyl)N-(3-pyridyl)-indole). Reaction SMILES: O=[C:2]([C:11]1[C:19]2[C:14](=[CH:15][CH:16]=[CH:17][CH:18]=2)[N:13]([C:20]2[CH:21]=[N:22][CH:23]=[CH:24][CH:25]=2)[CH:12]=1)[CH2:3][CH2:4][CH2:5][C:6]([O:8][CH2:9][CH3:10])=[O:7].[Cl-].[Al+3].[Cl-].[Cl-].O.[OH-].[Na+]>C(Cl)Cl>[CH2:9]([O:8][C:6]([CH2:5][CH2:4][CH2:3][CH2:2][C:11]1[C:19]2[C:14](=[CH:15][CH:16]=[CH:17][CH:18]=2)[N:13]([C:20]2[CH:21]=[N:22][CH:23]=[CH:24][CH:25]=2)[CH:12]=1)=[O:7])[CH3:10] |f:1.2.3.4,6.7|. Procedure details: To a solution of 0.5 g of 3-(1-oxo-4-ethoxycarbonylbutyl)-N-(3-pyridyl)-indole in 15 ml of methylene chloride are added first 0.40 g of aluminum chloride and subsequently 0.175 g of dimethylamine borane complex. The reaction mixture is stirred at room temperature for 24 hours. The mixture is cooled to 0° and 10 ml of water are added dropwise. After ten minutes, 35 ml of 1N aqueous sodium hydroxide are added to adjust pH to 8. The methylene chloride layer is separated, the aqueous layer is furthe... Starting materials: BrC=1C=CC2=C(C(C(=C3C(O2)=CCCC3)C)(O)C)C1 (8-bromo-10,11-dimethyl-dihydrodibenz[b,f]oxepin-10-ol), C1(=CC=C(C=C1)S(=O)(=O)O)C (p-toluenesulfonic acid). Solvent: O (water). The product is BrC1=CC2=C(OC3=C(C(=C2C)C)C=CC=C3)C=C1 (2-bromo-10,11-dimethyldibenz[b,f]oxepine). RXN SMILES: [Br:1][C:2]1[CH:3]=[CH:4][C:5]2[O:11][C:10]3=[CH:12][CH2:13][CH2:14][CH2:15][C:9]3=[C:8]([CH3:16])[C:7]([CH3:18])(O)[C:6]=2[CH:19]=1.C1(C)C=CC(S(O)(=O)=O)=CC=1>O>[Br:1][C:2]1[CH:3]=[CH:4][C:5]2[O:11][C:10]3[CH:12]=[CH:13][CH:14]=[CH:15][C:9]=3[C:8]([CH3:16])=[C:7]([CH3:18])[C:6]=2[CH:19]=1. Procedure details: 319 g (1 mol) of 8-bromo-10,11-dimethyl-dihydrodibenz[b,f]oxepin-10-ol (crude product) and 1.5 g of p-toluenesulfonic acid are heated in a distillation apparatus under 11 mm Hg for 1 hour at an external temperature of 180° and for 5 hours at an external temperature of 200°, water being eliminated. The distillation receiver is then changed and the 2-bromo-10,11-dimethyldibenz[b,f]oxepine formed is then distilled under a high vacuum; boiling point 142°-148°/0.01 mm Hg. The pale yellow distillate i... Reactants: C(C1=CC=CC=C1)OC(=O)N1CCC(CC1)(O)C1=CC=C(C=C1)OCCCCCC (1-benzyloxycarbonyl-4-(4-hexyloxyphenyl)-4-hydroxypiperidine). The solvent is CO (methanol). Conditions: time 6 hour. Product: C(CCCCC)OC1=CC=C(C=C1)C1(CCNCC1)O (4-(4-hexyloxyphenyl)-4-hydroxypiperidine). The yield is 78.4%. RXN SMILES: C(OC([N:11]1[CH2:16][CH2:15][C:14]([C:18]2[CH:23]=[CH:22][C:21]([O:24][CH2:25][CH2:26][CH2:27][CH2:28][CH2:29][CH3:30])=[CH:20][CH:19]=2)([OH:17])[CH2:13][CH2:12]1)=O)C1C=CC=CC=1>CO>[CH2:25]([O:24][C:21]1[CH:22]=[CH:23][C:18]([C:14]2([OH:17])[CH2:13][CH2:12][NH:11][CH2:16][CH2:15]2)=[CH:19][CH:20]=1)[CH2:26][CH2:27][CH2:28][CH2:29][CH3:30]. Reported procedure: To a solution of 1-benzyloxycarbonyl-4-(4-hexyloxyphenyl)-4-hydroxypiperidine (1.4 g) in methanol (28 ml) was added dry 10% palladium on carbon (0.7 g) and stirred for 6 hours under hydrogen atmosphere. The palladium on carbon was filtered off, and the filtrate was evaporated under reduced pressure to give 4-(4-hexyloxyphenyl)-4-hydroxypiperidine (0.74 g). The reactants are CC(C)(C)OO, CCOCC, CCC(C)OC(=O)Cl, [Na+], [OH-], O, O=C(O)c1cccc(Cl)c1. The product is CC(C)(C)OOOC(=O)c1cccc(Cl)c1. Reaction SMILES: [C:21]([CH3:22])([CH3:23])([CH3:24])[O:25][OH:26].[CH3:27][CH2:28][O:29][CH2:30][CH3:31].[Cl:13][C:14]([O:15][CH:16]([CH2:17][CH3:18])[CH3:19])=[O:20].[Na+:12].[OH-:11].[OH2:32].[OH:1][C:2](=[O:3])[c:4]1[cH:5][cH:6][cH:7][c:8]([Cl:9])[cH:10]1>>[O:1]([C:2](=[O:3])[c:4]1[cH:5][cH:6][cH:7][c:8]([Cl:9])[cH:10]1)[O:26][O:25][C:21]([CH3:22])([CH3:23])[CH3:24]. As a reaction SMILES: [Br:23][CH2:24][C:25](=[O:26])[O:27][CH2:28][CH3:29].[BrH:1].[CH3:30][N:31]([CH3:32])[CH:33]=[O:34].[H-:21].[NH2:2][CH:3]1[CH:4]([c:15]2[cH:16][cH:17][cH:18][cH:19][cH:20]2)[S:5][c:6]2[c:7]([cH:11][cH:12][cH:13][cH:14]2)[NH:8][C:9]1=[O:10].[Na+:22]>>[NH2:2][CH:3]1[CH:4]([c:15]2[cH:16][cH:17][cH:18][cH:19][cH:20]2)[S:5][c:6]2[c:7]([cH:11][cH:12][cH:13][cH:14]2)[N:8]([CH2:24][C:25](=[O:26])[O:27][CH2:28][CH3:29])[C:9]1=[O:10]. Reactants: CCOC(=O)CBr, Br, CN(C)C=O, [H-], NC1C(=O)Nc2ccccc2SC1c1ccccc1, [Na+]. The product is CCOC(=O)CN1C(=O)C(N)C(c2ccccc2)Sc2ccccc21.